This data is from the Open Reaction Database (ORD), a public repository of structured organic reaction records. The task is: describe an organic reaction: reactants, conditions, products, and yield Product: ClC1=CC=CC2=C1C(N1[C@H](C=3N2C=NC3C(=O)OC3CCCCC3)CCC1)=O (cyclohexyl (S)-8-chloro-11,12,13,13a-tetrahydro-9-oxo-9H-imidazo[1,5-a]pyrrolo[2,1-c][1,4]benzodiazepine-1-carboxylate). As a reaction SMILES: [CH:1]1([OH:7])[CH2:6][CH2:5][CH2:4][CH2:3][CH2:2]1.CN(C)C=O.[H-].[Na+].[Cl:15][C:16]1[C:21]2[C:22](=[O:40])[N:23]3[CH2:39][CH2:38][CH2:37][C@H:24]3[C:25]3[N:26]([CH:27]=[N:28][C:29]=3[C:30](N3C=CN=C3)=[O:31])[C:20]=2[CH:19]=[CH:18][CH:17]=1>O>[Cl:15][C:16]1[C:21]2[C:22](=[O:40])[N:23]3[CH2:39][CH2:38][CH2:37][C@H:24]3[C:25]3[N:26]([CH:27]=[N:28][C:29]=3[C:30]([O:7][CH:1]3[CH2:6][CH2:5][CH2:4][CH2:3][CH2:2]3)=[O:31])[C:20]=2[CH:19]=[CH:18][CH:17]=1 |f:2.3|. Conditions: time 0.5 hour. Starting materials: C1(CCCCC1)O (cyclohexanol), CN(C=O)C (dimethylformamide), [H-].[Na+] (sodium hydride), ClC1=CC=CC2=C1C(N1[C@H](C=3N2C=NC3C(=O)N3C=NC=C3)CCC1)=O ((S)-1-[(8-chloro-11,12,13,13a-tetrahydro-9-oxo-9H-imidazo[1,5-a]pyrrolo[2,1-c][1,4]benzodiazepin-1-yl)carbonyl]imidazole). Procedure details: A mixture of 601 mg (6 mmol) of cyclohexanol, 10 ml of dimethylformamide and 288 mg (6 mmol) of sodium hydride (55 percent oil dispersion) is stirred at room temperature for 0.5 hour, the solution obtained is treated with 2.20 g (6 mmol) of (S)-1-[(8-chloro-11,12,13,13a-tetrahydro-9-oxo-9H-imidazo[1,5-a]pyrrolo[2,1-c][1,4]benzodiazepin-1-yl)carbonyl]imidazole, the mixture is stirred at room temperature for a further 0.5 hour and then poured into about 70 ml of water. The precipitated material is... The solvent is O (water). The reactants are C[Si](C)(C)[N-][Si](C)(C)C.[Na+] (Sodium bis(trimethylsilyl)amide), C1(=CC=C(C=C1)N=C=S)C (4-tolyl isothiocyanate), N,N-Dimethyluracil, CCO (EtOH). Solvent: C1CCOC1 (THF), C(C)#N (acetonitrile). Yields the product C(#N)C1=C(N(C(C=C1)=O)C1=CC=C(C=C1)C)[S-].[Na+] (Sodium 3-cyano-1-(4-methylphenyl)-6-oxo-1,6-dihydropyridine-2-thiolate). Yield: 39.0%. RXN SMILES: C[Si]([N-][Si](C)(C)C)(C)C.[Na+:10].[C:11]1([CH3:20])[CH:16]=[CH:15][C:14]([N:17]=[C:18]=[S:19])=[CH:13][CH:12]=1.[CH3:21][CH2:22][OH:23]>C1COCC1.C(#N)C>[C:14]([C:13]1[CH:12]=[CH:21][C:22](=[O:23])[N:17]([C:14]2[CH:15]=[CH:16][C:11]([CH3:20])=[CH:12][CH:13]=2)[C:18]=1[S-:19])#[N:17].[Na+:10] |f:0.1,6.7|. Procedure details: Sodium bis(trimethylsilyl)amide (36.8 mL, 1.0M in THF, 36.8 mmol) was added slowly to a solution of 4-tolyl isothiocyanate (2.5 g, 16.75 mmol) in THF (30 mL) and acetonitrile (5 mL) at −78° C. The mixture was warmed to r.t. over 1 h. N,N-Dimethyluracil (2.35 g, 16.75 mmol) and EtOH (20 mL) were added and the mixture heated at reflux for 4 h. Volatiles were removed in vacuo and the residue was dissolved in EtOH (6 mL). Et2O (˜60 mL) was added slowly to produce a fine, off-white solid. The suspens... Starting materials: Cc1cc(-c2cccc(C(=O)CC(=O)Nc3cc(Cl)c(NC(C)C)cc3NC(=O)OC(C)(C)C)c2)on1, ClCCl, O=C(O)C(F)(F)F. Product: Cc1cc(-c2cccc(C3=Nc4cc(NC(C)C)c(Cl)cc4NC(=O)C3)c2)on1. RXN SMILES: [C:1]([O:2][C:3](=[O:4])[NH:7][c:8]1[c:9]([NH:19][C:20]([CH2:21][C:22](=[O:5])[c:24]2[cH:25][c:26](-[c:30]3[cH:31][c:32]([CH3:35])[n:33][o:34]3)[cH:27][cH:28][cH:29]2)=[O:36])[cH:10][c:11]([Cl:18])[c:12]([NH:14][CH:15]([CH3:16])[CH3:17])[cH:13]1)([CH3:6])([CH3:23])[CH3:37].[Cl:45][CH2:46][Cl:47].[F:38][C:39]([F:40])([F:41])[C:42]([OH:43])=[O:44]>>[N:7]1=[C:22]([c:24]2[cH:25][c:26](-[c:30]3[cH:31][c:32]([CH3:35])[n:33][o:34]3)[cH:27][cH:28][cH:29]2)[CH2:21][C:20](=[O:36])[NH:19][c:9]2[c:8]1[cH:13][c:12]([NH:14][CH:15]([CH3:16])[CH3:17])[c:11]([Cl:18])[cH:10]2. Reactants: C(C(=O)C)OC1=CC=C(C=C1)C=1CCC(NN1)=O (4,5-dihydro-6-(4-acetonyloxyphenyl)3(2H)-pyridazinone), C(O)(O)=O.OC(CN)C1=CC(=CC=C1)Cl (2-hydroxy-2-(3-chlorophenyl) ethanamine carbonate), O (water). The solvent is C1=CC=CC=C1 (benzene). Run at time 18 hour. Product: ClC=1C=C(C(CNC(COC2=CC=C(C=C2)C=2CCC(NN2)=O)C)O)C=CC1 (6-[4-[2-[(3-chloro-β-hydroxyphenethyl)amino]propyloxy]-phenyl]-4,5-dihydro-3(2H)-pyridazinone). As a reaction SMILES: [CH2:1]([O:5][C:6]1[CH:11]=[CH:10][C:9]([C:12]2[CH2:13][CH2:14][C:15](=[O:18])[NH:16][N:17]=2)=[CH:8][CH:7]=1)[C:2]([CH3:4])=O.C(=O)(O)O.[OH:23][CH:24]([C:27]1[CH:32]=[CH:31][CH:30]=[C:29]([Cl:33])[CH:28]=1)[CH2:25][NH2:26].O>C1C=CC=CC=1>[Cl:33][C:29]1[CH:28]=[C:27]([CH:32]=[CH:31][CH:30]=1)[CH:24]([OH:23])[CH2:25][NH:26][CH:2]([CH3:4])[CH2:1][O:5][C:6]1[CH:11]=[CH:10][C:9]([C:12]2[CH2:13][CH2:14][C:15](=[O:18])[NH:16][N:17]=2)=[CH:8][CH:7]=1 |f:1.2|. Reported procedure: A mixture of 4,5-dihydro-6-(4-acetonyloxyphenyl)3(2H)-pyridazinone (0.3 g) and 2-hydroxy-2-(3-chlorophenyl) ethanamine carbonate (0.26 g) in dry benzene (80 ml) was heated under reflux, with azeotropic removal of water, for 3 hr. The solvent was evaporated and the residue dissolved in methanol (80 ml) and treated with sodium cyanoborohydride (0.5 g). After 18 hr. the methanol was evaporated and the residue partitioned between ethylacetate and brine. The organic phase was washed with water, dried... Starting materials: COC(=O)C1(NS(=O)(=O)c2ccc(Oc3ccc(F)cc3)cc2)CCOC1, CCO, [Na+], [OH-]. Yields the product O=C(O)C1(NS(=O)(=O)c2ccc(Oc3ccc(F)cc3)cc2)CCOC1. As a reaction SMILES: [CH3:1][O:2][C:3](=[O:4])[C:5]1([NH:10][S:11](=[O:12])(=[O:13])[c:14]2[cH:15][cH:16][c:17]([O:20][c:21]3[cH:22][cH:23][c:24]([F:27])[cH:25][cH:26]3)[cH:18][cH:19]2)[CH2:6][O:7][CH2:8][CH2:9]1.[CH3:30][CH2:31][OH:32].[Na+:29].[OH-:28]>>[O:2]=[C:3]([OH:4])[C:5]1([NH:10][S:11](=[O:12])(=[O:13])[c:14]2[cH:15][cH:16][c:17]([O:20][c:21]3[cH:22][cH:23][c:24]([F:27])[cH:25][cH:26]3)[cH:18][cH:19]2)[CH2:6][O:7][CH2:8][CH2:9]1. Reactants: ClC1=NC(=C(C2=CC(=CC=C12)OC)Cl)C#N (1,4-dichloro-6-methoxyisoquinoline-3-carbonitrile), CC=1N=CNC1 (4-methylimidazole), C(C)(C)O (isopropanol). The solvent is CC(OCC)=O.CO (EA MeOH). Run at temperature 150 celsius. Product: CO.N (MeOH NH3), ClC1=C(N=C(C2=CC=C(C=C12)OC)N1C=NC(=C1)C)C#N (4-chloro-6-methoxy-1-(4-methyl-1H-imidazol-1-yl)isoquinoline-3-carbonitrile). Yield: 0.0%. As a reaction SMILES: Cl[C:2]1[C:11]2[C:6](=[CH:7][C:8]([O:12][CH3:13])=[CH:9][CH:10]=2)[C:5]([Cl:14])=[C:4]([C:15]#[N:16])[N:3]=1.[CH3:17][C:18]1[N:19]=[CH:20][NH:21][CH:22]=1.C(O)(C)C>CC(=O)OCC.CO>[CH3:8][OH:12].[NH3:3].[Cl:14][C:5]1[C:6]2[C:11](=[CH:10][CH:9]=[C:8]([O:12][CH3:13])[CH:7]=2)[C:2]([N:21]2[CH:22]=[C:18]([CH3:17])[N:19]=[CH:20]2)=[N:3][C:4]=1[C:15]#[N:16] |f:3.4,5.6|. Procedure: 1,4-dichloro-6-methoxyisoquinoline-3-carbonitrile (0.25 g, 0.988 mmol) and 4-methylimidazole (0.324 g 3.951 mmol) and 4 mL isopropanol were taken in a sealed tube and heated at 150° C. for 2 h The resulting white solid was dissolved in hot EA-MeOH and dry loaded on a flash column. Flash chromatography (0% to 6% MeOH—NH3 in EA) gave the titled compound as a white solid.